Dataset: the Open Reaction Database (ORD), a public repository of structured organic reaction records. Task: describe an organic reaction: reactants, conditions, products, and yield Reactants: C1=CC=CC1 (Cyclopentadiene), C(C=C)(=O)OCCO (2-hydroxyethyl acrylate). The solvent is C1CCOC1 (THF). Yields the product C12C=CC(C(C1)C(=O)OCCO)C2 (2-hydroxyethyl 5-norbornene-carboxylate). Isolated yield 81.3%. As a reaction SMILES: [CH:1]1[CH2:5][CH:4]=[CH:3][CH:2]=1.[C:6]([O:10][CH2:11][CH2:12][OH:13])(=[O:9])[CH:7]=[CH2:8]>C1COCC1>[CH:2]12[CH2:1][CH:5]([CH:7]([C:6]([O:10][CH2:11][CH2:12][OH:13])=[O:9])[CH2:8]1)[CH:4]=[CH:3]2. Procedure: Cyclopentadiene (66 g) and 140 g of 2-hydroxyethyl acrylate were dissolved in 500 g of THF solvent. After the reaction at 30° C. for 24 hours, the solvent was removed by rotary evaporator. The residue was distilled under reduced pressure to obtain 148 g of 2-hydroxyethyl 5-norbornene-carboxylate as a mixture of endo and exo (yield: 72%). NMR spectral data of the resulting compound (21) is shown in FIG. 4. Reactants: FC1=C(C=C(C=C1)NC(C)=O)[N+](=O)[O-] (N-(4-Fluoro-3-nitrophenyl)acetamide), Cl.FC1(CCC(CC1)CN)F ([(4,4-difluorocyclohexyl)methyl]amine hydrochloride), TEA. Solvent: CCO (EtOH). Product: FC1(CCC(CC1)CNC1=C(C=C(C=C1)NC(C)=O)[N+](=O)[O-])F (N-(4-{[(4,4-Difluorocyclohexyl)methyl]amino}-3-nitrophenyl)acetamide). Reaction SMILES: F[C:2]1[CH:7]=[CH:6][C:5]([NH:8][C:9](=[O:11])[CH3:10])=[CH:4][C:3]=1[N+:12]([O-:14])=[O:13].Cl.[F:16][C:17]1([F:25])[CH2:22][CH2:21][CH:20]([CH2:23][NH2:24])[CH2:19][CH2:18]1>CCO>[F:16][C:17]1([F:25])[CH2:22][CH2:21][CH:20]([CH2:23][NH:24][C:2]2[CH:7]=[CH:6][C:5]([NH:8][C:9](=[O:11])[CH3:10])=[CH:4][C:3]=2[N+:12]([O-:14])=[O:13])[CH2:19][CH2:18]1 |f:1.2|. Reported procedure: N-(4-Fluoro-3-nitrophenyl)acetamide (1.15 g, 5.84 mmol) and [(4,4-difluorocyclohexyl)methyl]amine hydrochloride (1.30 g, 7.59 mmol) were stirred in 30 mL of EtOH containing TEA (2.40 mL, 17.5 mmol) at 80° C. for 48h. The solvent was evaporated. The residue was dissolved in EtOAc and washed with aqueous 5% KHSO4 solution, saturated aqueous NaHCO3 solution, saturated aqueous NaCl solution and dried over anhydrous Na2SO4. The product was crystallized from EtOAc. The left over mother liquor was puri... Reactants: ClC1=NC=C(C=C1)CNC (N-(2-chloro-5-pyridylmethyl)-N-Methylamine), Cl.C(C)(OCC)=N (ethyl acetimidate hydrochloride). Solvent: C(C)O (ethanol). The product is Cl.ClC1=NC=C(C=C1)CN(C(C)=N)C (N-(2-chloro-5-pyridylmethyl)-N-methylacetamidine hydrochloride). Yield: 191.5%. RXN SMILES: [Cl:1][C:2]1[CH:7]=[CH:6][C:5]([CH2:8][NH:9][CH3:10])=[CH:4][N:3]=1.Cl.[C:12](=[NH:17])(OCC)[CH3:13]>C(O)C>[ClH:1].[Cl:1][C:2]1[CH:7]=[CH:6][C:5]([CH2:8][N:9]([CH3:10])[C:12](=[NH:17])[CH3:13])=[CH:4][N:3]=1 |f:1.2,4.5|. Reported procedure: To 40 ml of ethanol was added 5.1 g of N-(2-chloro-5-pyridylmethyl)-N-Methylamine and then 4 g of ethyl acetimidate hydrochloride at 0° C. After stirring for an hour, the reaction mixture was allowed to warm to room temperature and stirred over night. The solvent was then distilled off. The obtained white residue was washed with diethyl ether to afford 7.3 g of the title compound m.p. 192°-197° C. Starting materials: CC=1C=CC=C2C=C(C(=NC12)C1=C(C=CC=C1)C(F)(F)F)C=O (8-methyl-2-(2-(trifluoromethyl)phenyl)quinoline-3-carbaldehyde), O=S(Cl)Cl (SOCl2), NaBH, CC=1C=CC=C2C=C(C(=NC12)C1=C(C=CC=C1)C(F)(F)F)CO ((8-methyl-2-(2-(trifluoromethyl)phenyl)quinolin-3-yl)methanol). Solvent: C1CCOC1 (THF), C(Cl)(Cl)Cl (CHCl3). Yields the product ClCC=1C(=NC2=C(C=CC=C2C1)C)C1=C(C=CC=C1)C(F)(F)F (3-(chloromethyl)-8-methyl-2-(2-(trifluoromethyl)phenyl)quinoline). Reaction SMILES: [CH3:1][C:2]1[CH:3]=[CH:4][CH:5]=[C:6]2[C:11]=1[N:10]=[C:9]([C:12]1[CH:17]=[CH:16][CH:15]=[CH:14][C:13]=1[C:18]([F:21])([F:20])[F:19])[C:8]([CH:22]=O)=[CH:7]2.CC1C=CC=C2C=1N=C(C1C=CC=CC=1C(F)(F)F)C(CO)=C2.O=S(Cl)[Cl:49]>C1COCC1.C(Cl)(Cl)Cl>[Cl:49][CH2:22][C:8]1[C:9]([C:12]2[CH:17]=[CH:16][CH:15]=[CH:14][C:13]=2[C:18]([F:20])([F:21])[F:19])=[N:10][C:11]2[C:6]([CH:7]=1)=[CH:5][CH:4]=[CH:3][C:2]=2[CH3:1]. Reported procedure: Prepared according to Procedure B using 8-methyl-2-(2-(trifluoromethyl)phenyl)quinoline-3-carbaldehyde (1.6541 g, 5.25 mmol) and solid NaBH (0.2977 g, 7.87 mmol, 1.5 eq) in THF (26 mL) followed by Procedure C using the crude (8-methyl-2-(2-(trifluoromethyl)phenyl)quinolin-3-yl)methanol and SOCl2 (1.9 mL, 26.23 mmol, 5 eq) in CHCl3 (26 mL). After purification, 3-(chloromethyl)-8-methyl-2-(2-(trifluoromethyl)phenyl)quinoline was obtained as yellow syrup. 1H NMR (DMSO-d6) δ ppm 8.60 (1 H, s), 7.92 ... Starting materials: Cn1cc(Br)cc(Nc2ccc(OC3CN(C(=O)OC(C)(C)C)C3)cn2)c1=O, ClCCl, O=C(O)C(F)(F)F. Yields the product Cn1cc(Br)cc(Nc2ccc(OC3CNC3)cn2)c1=O. Reaction SMILES: [Br:1][c:2]1[cH:3][c:4]([NH:10][c:11]2[cH:12][cH:13][c:14]([O:17][CH:18]3[CH2:19][N:20]([C:22]([O:23][C:24]([CH3:25])([CH3:26])[CH3:27])=[O:28])[CH2:21]3)[cH:15][n:16]2)[c:5](=[O:9])[n:6]([CH3:8])[cH:7]1.[CH2:36]([Cl:37])[Cl:38].[OH:29][C:30]([C:31]([F:32])([F:33])[F:34])=[O:35]>>[Br:1][c:2]1[cH:3][c:4]([NH:10][c:11]2[cH:12][cH:13][c:14]([O:17][CH:18]3[CH2:19][NH:20][CH2:21]3)[cH:15][n:16]2)[c:5](=[O:9])[n:6]([CH3:8])[cH:7]1. Starting materials: C1(=CC=CC=C1)C (toluene), NC1=CC=CC=C1 (aniline), C(=O)C(C(=O)[O-])C1=CC=C(C=C1)OC (formyl-4-methoxyphenylacetate), C1(=CC=CC=C1)C (toluene), Cl (HCl). Yields the product N(C1=CC=CC=C1)\C=C(/C(=O)OCC)\C1=CC=C(C=C1)OC (Ethyl (Z)-3-anilino-2-(4-methoxyphenyl)-2-propenoate). Isolated yield 71.0%. As a reaction SMILES: [NH2:1][C:2]1[CH:7]=[CH:6][CH:5]=[CH:4][CH:3]=1.[CH:8]([CH:10]([C:14]1[CH:19]=[CH:18][C:17]([O:20][CH3:21])=[CH:16][CH:15]=1)[C:11]([O-:13])=[O:12])=O.Cl.[C:23]1(C)C=CC=C[CH:24]=1>>[NH:1](/[CH:8]=[C:10](/[C:14]1[CH:19]=[CH:18][C:17]([O:20][CH3:21])=[CH:16][CH:15]=1)\[C:11]([O:13][CH2:23][CH3:24])=[O:12])[C:2]1[CH:7]=[CH:6][CH:5]=[CH:4][CH:3]=1. Procedure details: A solution of aniline (1.85 ml, 20.30 mmol) and ethyl ∀-formyl-4-methoxyphenylacetate (4.96 g, 1.1 eq) in toluene (15 ml) is refluxed for 18 hours. After cooling, the reaction mixture is diluted with toluene (10 ml) and then acidified with 10% HCl. After extraction, the organic phase obtained is dried over MgSO4 and then evaporated under reduced pressure. The residue is purified by chromatography on a column of silica (eluent: 4/6 PE/CH2Cl2) to give 4.29 g (71%) of compound 18 (Z isomer) in the ...